The task is: describe an organic reaction: reactants, conditions, products, and yield. This data is from the Open Reaction Database (ORD), a public repository of structured organic reaction records. The reactants are potassium t-butylate, COC(C)(C)C (t-butyl methyl ether), FC1=CC=C(C=C1)C1=CC=C(C=C1)C#C[C@@H]1CC[C@H](CC1)C=O (trans-4-[(4'-fluoro-4-biphenylyl)ethynyl]cyclohexanecarboxaldehyde), COC(C)(C)C (t-butyl methyl ether). The reagents and catalysts are [Br-].C[P+](C1=CC=CC=C1)(C1=CC=CC=C1)C1=CC=CC=C1 (methyltriphenylphosphonium bromide). Reaction conditions: time 0.5 hour. Product: C(=C)[C@@H]1CC[C@H](CC1)C#CC1=CC=C(C=C1)C1=CC=C(C=C1)F (4-[(trans-4-vinylcyclohexyl)ethynyl]-4'-fluorobiphenyl). RXN SMILES: [F:1][C:2]1[CH:7]=[CH:6][C:5]([C:8]2[CH:13]=[CH:12][C:11]([C:14]#[C:15][C@H:16]3[CH2:21][CH2:20][C@H:19]([CH:22]=O)[CH2:18][CH2:17]3)=[CH:10][CH:9]=2)=[CH:4][CH:3]=1.[CH3:24]OC(C)(C)C>[Br-].C[P+](C1C=CC=CC=1)(C1C=CC=CC=1)C1C=CC=CC=1>[CH:22]([C@H:19]1[CH2:20][CH2:21][C@H:16]([C:15]#[C:14][C:11]2[CH:12]=[CH:13][C:8]([C:5]3[CH:6]=[CH:7][C:2]([F:1])=[CH:3][CH:4]=3)=[CH:9][CH:10]=2)[CH2:17][CH2:18]1)=[CH2:24] |f:2.3|. Reported procedure: 0.73 g of potassium t-butylate was added to a suspension of 2.3 g of methyltriphenylphosphonium bromide in 25 ml of t-butyl methyl ether in a nitrogen atmosphere and the mixture was stirred at room temperature for 0.5 hour. Then, a solution of 0.8 g of trans-4-[(4'-fluoro-4-biphenylyl)ethynyl]cyclohexanecarboxaldehyde in 25 ml of t-butyl methyl ether was added dropwise at 0° C. and the reaction mixture was stirred at 0° C. for a further 0.5 hour and at room temperature for 2.5 hours, thereafter ... RXN SMILES: [CH2:1]([O:8][C:9]1[CH:16]=[CH:15][C:12](C=O)=[CH:11][C:10]=1[O:17][CH3:18])[C:2]1[CH:7]=[CH:6][CH:5]=[CH:4][CH:3]=1.C(OO)(=[O:21])C>C(O)(=O)C>[CH2:1]([O:8][C:9]1[CH:16]=[CH:15][C:12]([OH:21])=[CH:11][C:10]=1[O:17][CH3:18])[C:2]1[CH:7]=[CH:6][CH:5]=[CH:4][CH:3]=1. Procedure details: 24.2 g of 4-benzyloxy-3-methoxy benzaldehyde (Beilst. Vol. 8, II p 283) were dissolved in 100 ml of acetic acid and a mixture of 25 ml of peracetic acid and 50 ml of acetic acid was added without exceeding 45° C. The mixture was stirred for 18 hours at +40° C. and after concentration to dryness, the residue was chromatographed on silica (eluant: hexane-ethyl acetate 8-2) to obtain 9.1 g of the expected product melting at 84° C. Starting materials: C(C1=CC=CC=C1)OC1=C(C=C(C=O)C=C1)OC (4-benzyloxy-3-methoxy benzaldehyde), C(C)(=O)OO (peracetic acid). Reaction conditions: time 18 hour. Run in C(C)(=O)O (acetic acid), C(C)(=O)O (acetic acid). The product is C(C1=CC=CC=C1)OC1=C(C=C(C=C1)O)OC (4-benzyloxy-3-methoxyphenol). The reactants are CC(C)CC1CC1(CNC(=O)OC(C)(C)C)C(N)=O, Clc1nc(Cl)nc(Cl)n1, [Na+], CN(C)C=O, [OH-]. Product: CC(C)CC1CC1(C#N)CNC(=O)OC(C)(C)C. Reaction SMILES: [C:1]([CH3:2])([CH3:3])([CH3:4])[O:5][C:6]([NH:7][CH2:8][C:9]1([C:16]([NH2:17])=[O:18])[CH:10]([CH2:12][CH:13]([CH3:14])[CH3:15])[CH2:11]1)=[O:19].[Cl:20][c:21]1[n:22][c:23]([Cl:24])[n:25][c:26]([Cl:27])[n:28]1.[Na+:30].[O:31]=[CH:32][N:33]([CH3:34])[CH3:35].[OH-:29]>>[C:1]([CH3:2])([CH3:3])([CH3:4])[O:5][C:6]([NH:7][CH2:8][C:9]1([C:16]#[N:17])[CH:10]([CH2:12][CH:13]([CH3:14])[CH3:15])[CH2:11]1)=[O:19]. The reactants are COC([C@@H](NCC1=CC=C(C=C1)C1=C(C=CC=C1)C#N)C(C)C)=O (N-[(2′-cyanobiphenyl-4-yl)methyl]-(L)-valine methyl ester), Formula II, hydrochloride salt, C(CCCC)(=O)Cl (valeryl chloride), Formula III. Yields the product COC([C@@H](N(C(CCCC)=O)CC1=CC=C(C=C1)C1=C(C=CC=C1)C#N)C(C)C)=O (N-[(2′-cyanobiphenyl-4-yl)methyl]-N-valeryl-(L)-valine methyl ester), Formula IV. As a reaction SMILES: [CH3:1][O:2][C:3](=[O:24])[C@H:4]([CH:21]([CH3:23])[CH3:22])[NH:5][CH2:6][C:7]1[CH:12]=[CH:11][C:10]([C:13]2[CH:18]=[CH:17][CH:16]=[CH:15][C:14]=2[C:19]#[N:20])=[CH:9][CH:8]=1.[C:25](Cl)(=[O:30])[CH2:26][CH2:27][CH2:28][CH3:29]>>[CH3:1][O:2][C:3](=[O:24])[C@H:4]([CH:21]([CH3:22])[CH3:23])[N:5]([CH2:6][C:7]1[CH:12]=[CH:11][C:10]([C:13]2[CH:18]=[CH:17][CH:16]=[CH:15][C:14]=2[C:19]#[N:20])=[CH:9][CH:8]=1)[C:25](=[O:30])[CH2:26][CH2:27][CH2:28][CH3:29]. Procedure details: condensation of N-[(2′-cyanobiphenyl-4-yl)methyl]-(L)-valine methyl ester compound of Formula II or its hydrochloride salt with the valeryl chloride compound of Formula III in the presence of an inorganic base and a suitable solvent to give the (N-[(2′-cyanobiphenyl-4-yl)methyl]-N-valeryl-(L)-valine methyl ester compound of Formula IV;